Task: describe an organic reaction: reactants, conditions, products, and yield. Dataset: the Open Reaction Database (ORD), a public repository of structured organic reaction records Reactants: CC(C)(C)OC(=O)OC(=O)OC(C)(C)C, CC[SiH](CC)CC, ClCCl, C=Cc1cc(F)c([N+](=O)[O-])cc1C(=O)NC1CCN(C(=O)OC(C)(C)C)CC1, O=C(O)C(F)(F)F, [Na+], O=[O+][O-], O=C([O-])O, O. The product is CC(C)(C)OC(=O)N1CCC(N2Cc3cc(F)c([N+](=O)[O-])cc3C2=O)CC1. Reaction SMILES: [C:51]([O:52][C:53]([O:54][C:55]([CH3:56])([CH3:57])[CH3:58])=[O:59])([O:60][C:61]([CH3:62])([CH3:63])[CH3:64])=[O:65].[CH2:39]([SiH:40]([CH2:41][CH3:42])[CH2:43][CH3:44])[CH3:45].[Cl:66][CH2:67][Cl:68].[F:1][c:2]1[cH:3][c:4]([CH:27]=[CH2:28])[c:5]([C:6](=[O:7])[NH:8][CH:9]2[CH2:10][CH2:11][N:12]([C:15](=[O:16])[O:17][C:18]([CH3:19])([CH3:20])[CH3:21])[CH2:13][CH2:14]2)[cH:22][c:23]1[N+:24](=[O:25])[O-:26].[F:32][C:33]([F:34])([F:35])[C:36]([OH:37])=[O:38].[Na+:50].[O-:29][O+:30]=[O:31].[O-:46][C:47]([OH:48])=[O:49].[OH2:69]>>[F:1][c:2]1[cH:3][c:4]2[c:5]([cH:22][c:23]1[N+:24](=[O:25])[O-:26])[C:6](=[O:7])[N:8]([CH:9]1[CH2:10][CH2:11][N:12]([C:15](=[O:16])[O:17][C:18]([CH3:19])([CH3:20])[CH3:21])[CH2:13][CH2:14]1)[CH2:27]2.